This data is from the Open Reaction Database (ORD), a public repository of structured organic reaction records. The task is: describe an organic reaction: reactants, conditions, products, and yield The reactants are Cl (HCl), S(=O)([O-])[O-].[Na+].[Na+] (sodium sulfite), [OH-].[Na+] (NaOH), BrC1=C(C=C(S1)C(=O)O)S(=O)(=O)Cl (5-bromo-4-chlorosulfonylthiophene-2-carboxylic acid). The solvent is O (water). Reaction conditions: temperature 70 celsius, time 2 hour. Product: BrC1=CC=C(S1)C(=O)O (5-bromothiophene-2-carboxylic acid). The yield is 172.9%. As a reaction SMILES: S([O-])([O-])=O.[Na+].[Na+].[Br:7][C:8]1[S:12][C:11]([C:13]([OH:15])=[O:14])=[CH:10][C:9]=1S(Cl)(=O)=O.[OH-].[Na+].Cl>O>[Br:7][C:8]1[S:12][C:11]([C:13]([OH:15])=[O:14])=[CH:10][CH:9]=1 |f:0.1.2,4.5|. Procedure: 27.5 g of sodium sulfite are dissolved in 300 ml of water, and a total of 35 g of 5-bromo-4-chlorosulfonylthiophene-2-carboxylic acid is added, in portions, at 70° C., with a pH of 9-11 being maintained using 10N NaOH. The mixture is subsequently stirred at 70° C. for 2 h and then adjusted to pH=1 with HCl, after which the product is filtered off with suction. 41 g of colorless crystals are obtained. Starting materials: C1(CCCCC1)N(C(NC=1SC(=CN1)S(=O)(=O)NCC(=O)O)=O)C1CCCCC1 ([2-(3,3-Dicyclohexyl-ureido)-thiazole-5-sulfonylamino]-acetic acid), C1(CCCC1)N(C(=O)NC=1SC=CN1)C1CCCC1 (1,1-Dicyclopentyl-3-thiazol-2-yl-urea), C(C)OC(CNS(=O)(=O)C1=CN=C(S1)N)=O ((2-amino-thiazole-5-sulfonylamino)-acetic acid ethyl ester). The product is C1(CCCCC1)N(C(NC=1SC(=CN1)S(=O)(=O)NCC(=O)O)=O)[C@@H]1CC[C@H](CC1)C ({2-[3-Cyclohexyl-3-(trans-4-methyl-cyclohexyl)-ureido]-thiazole-5-sulfonylamino}-acetic acid). As a reaction SMILES: [CH:1]1([N:7]([CH:24]2[CH2:29][CH2:28][CH2:27][CH2:26][CH2:25]2)[C:8](=[O:23])[NH:9][C:10]2[S:11][C:12]([S:15]([NH:18][CH2:19][C:20]([OH:22])=[O:21])(=[O:17])=[O:16])=[CH:13][N:14]=2)[CH2:6][CH2:5][CH2:4][CH2:3][CH2:2]1.[CH:30]1(N(C2CCCC2)C(NC2SC=CN=2)=O)CCCC1.C(OC(=O)CNS(C1SC(N)=NC=1)(=O)=O)C>>[CH:24]1([N:7]([C@H:1]2[CH2:2][CH2:3][C@H:4]([CH3:30])[CH2:5][CH2:6]2)[C:8](=[O:23])[NH:9][C:10]2[S:11][C:12]([S:15]([NH:18][CH2:19][C:20]([OH:22])=[O:21])(=[O:16])=[O:17])=[CH:13][N:14]=2)[CH2:29][CH2:28][CH2:27][CH2:26][CH2:25]1. Reported procedure: Prepared in a similar manner to [2-(3,3-dicyclohexyl-ureido)-thiazole-5-sulfonylamino]-acetic acid (Example 76) via cyclohexyl-(trans-4-methyl-cyclohexyl)-amine (General procedure 1) and (2-amino-thiazole-5-sulfonylamino)-acetic acid ethyl ester to give the title compound. Starting materials: FC1=C(C=C(C=C1)C(=C)C)F (1,2-difluoro-4-isopropenyl-benzene), P(=O)([O-])([O-])[O-] (phosphate), ClC=1C=C(C(=O)OO)C=CC1 (3-chloroperoxybenzoic acid). The solvent is C(Cl)Cl (CH2Cl2). Run at time 8 hour. Yields the product FC=1C=C(C=CC1F)C1(OC1)C (2-(3,4-Difluorophenyl)-2-methyl-oxirane), oil. The yield is 74.0%. As a reaction SMILES: [F:1][C:2]1[CH:7]=[CH:6][C:5]([C:8]([CH3:10])=[CH2:9])=[CH:4][C:3]=1[F:11].P([O-])([O-])([O-])=[O:13].ClC1C=C(C=CC=1)C(OO)=O>C(Cl)Cl>[F:11][C:3]1[CH:4]=[C:5]([C:8]2([CH3:10])[CH2:9][O:13]2)[CH:6]=[CH:7][C:2]=1[F:1]. Procedure details: To a biphasic solution of 1,2-difluoro-4-isopropenyl-benzene (0.81 g, 5.1 mmol) in CH2Cl2 (50 mL) and 50 mL of phosphate buffer (made by dissolving 0.3 g of NaHPO4 and 0.35 g of NaH2PO4 in 50 mL water, pH=8) at 0° C., was added a solution of 3-chloroperoxybenzoic acid (approx. 75% solid, 3.32 g, 10.2 mmol) via a dropping funnel fitted with a cotton plug dropwise in two batches. The solution was stirred at room temperature overnight. It was extracted with CH2Cl2, washed with sat. Na2S2O4 solution... Reactants: [BH4-], CO, CC(=O)c1c(Cl)ccc(F)c1Cl, [Na+]. Product: CC(O)c1c(Cl)ccc(F)c1Cl. Reaction SMILES: [BH4-:1].[CH3:15][OH:16].[Cl:3][c:4]1[c:5]([C:12]([CH3:13])=[O:14])[c:6]([Cl:11])[cH:7][cH:8][c:9]1[F:10].[Na+:2]>>[Cl:3][c:4]1[c:5]([CH:12]([CH3:13])[OH:14])[c:6]([Cl:11])[cH:7][cH:8][c:9]1[F:10].